This data is from the Open Reaction Database (ORD), a public repository of structured organic reaction records. The task is: describe an organic reaction: reactants, conditions, products, and yield The reactants are Palladium-activated carbon ethylenediamine, [H-].[Na+] (NaH), C1(CCCC1)CN(CC)C1=C(C#N)C=C(C(=N1)C)[N+](=O)[O-] (2-[N-(cyclopentylmethyl)-N-ethylamino]-6-methyl-5-nitronicotinonitrile), C(C)OC(N(C)C)OCC (N,N-dimethylformamide diethyl acetal), IC (iodomethane). Solvent: O (H2O), CCOC(=O)C (EtOAc), CN(C)C=O (DMF), CO (MeOH). Reaction conditions: temperature 85 celsius, time 30 minute. Product: C1(CCCC1)CN(CC)C1=C(C=C2C(=N1)C=CN2C)C#N (5-[N-(cyclopentylmethyl)-N-ethylamino]-1-methyl-1H-pyrrolo[3,2-b]pyridine-6-carbonitrile). Reaction SMILES: [CH:1]1([CH2:6][N:7]([C:10]2[N:17]=[C:16](C)[C:15]([N+]([O-])=O)=[CH:14][C:11]=2[C:12]#[N:13])[CH2:8][CH3:9])[CH2:5][CH2:4][CH2:3][CH2:2]1.C(O[CH:25](OCC)[N:26]([CH3:28])[CH3:27])C.[H-].[Na+].IC>CN(C=O)C.CO.CCOC(C)=O.O>[CH:1]1([CH2:6][N:7]([C:10]2[N:17]=[C:16]3[CH:15]=[CH:27][N:26]([CH3:28])[C:25]3=[CH:14][C:11]=2[C:12]#[N:13])[CH2:8][CH3:9])[CH2:2][CH2:3][CH2:4][CH2:5]1 |f:2.3|. Procedure details: To a mixture of 2-[N-(cyclopentylmethyl)-N-ethylamino]-6-methyl-5-nitronicotinonitrile (1.22 g, 4.23 mmol) in DMF (10 mL) is added N,N-dimethylformamide diethyl acetal (1.09 mL, 6.35 mmol). After stirring at 85° C. for 30 min, the reaction mixture is cooled to room temperature and then H2O is added. The mixture is extracted with EtOAc, dried over sodium sulfate and concentrated in vacuo. The resulting solid is rinsed with MeOH to give an orange solid. The solid is dissolved in MeOH (200 mL) and ... The reactants are [N+](=O)(O)[O-] (Nitric acid), CC1=CC=C2C(=CC=NC2=C1)O (7-methyl-4-quinolinol). Run in C(CC)(=O)O (propionic acid). Reaction conditions: time 1.5 hour. The product is CC1=CC=C2C(=C(C=NC2=C1)[N+](=O)[O-])O (7-methyl-3-nitro-4-quinolinol). As a reaction SMILES: [N+:1]([O-:4])(O)=[O:2].[CH3:5][C:6]1[CH:15]=[C:14]2[C:9]([C:10]([OH:16])=[CH:11][CH:12]=[N:13]2)=[CH:8][CH:7]=1>C(O)(=O)CC>[CH3:5][C:6]1[CH:15]=[C:14]2[C:9]([C:10]([OH:16])=[C:11]([N+:1]([O-:4])=[O:2])[CH:12]=[N:13]2)=[CH:8][CH:7]=1. Procedure details: Nitric acid (6 mL of 70%) was slowly added to a hot (125° C.) solution of 7-methyl-4-quinolinol (10.5 g) in propionic acid (125 mL). The reaction mixture was stirred for about 1.5 hours and then it was allowed to cool to ambient temperature. The resulting precipitate was isolated by filtration, rinsed well with ethanol and water and then dried to provide 6.9 g of 7-methyl-3-nitro-4-quinolinol as a pale yellow solid.